Task: describe an organic reaction: reactants, conditions, products, and yield. Dataset: the Open Reaction Database (ORD), a public repository of structured organic reaction records Reactants: C=1(C(=CC=CC1)N)C1=CC=CC=C1 (2-biphenylamine), BrC1=CC=CC=C1 (bromobenzene), C(C)(C)(C)O[Na] (tert-butoxy sodium). Reagents/catalysts: C(C)(C)(C)P(C(C)(C)C)C(C)(C)C (tri-tert-butylphosphine). Solvent: C1(=CC=CC=C1)C (toluene). Reaction conditions: temperature 110 celsius. The product is C1(=CC=CC=C1)NC=1C(=CC=CC1)C1=CC=CC=C1 (N-phenylbiphenyl-2-amine). Yield: 95.4%. As a reaction SMILES: [C:1]1([C:8]2[CH:13]=[CH:12][CH:11]=[CH:10][CH:9]=2)[C:2]([NH2:7])=[CH:3][CH:4]=[CH:5][CH:6]=1.Br[C:15]1[CH:20]=[CH:19][CH:18]=[CH:17][CH:16]=1.C(O[Na])(C)(C)C>C1(C)C=CC=CC=1.C(P(C(C)(C)C)C(C)(C)C)(C)(C)C>[C:15]1([NH:7][C:2]2[C:1]([C:8]3[CH:9]=[CH:10][CH:11]=[CH:12][CH:13]=3)=[CH:6][CH:5]=[CH:4][CH:3]=2)[CH:20]=[CH:19][CH:18]=[CH:17][CH:16]=1. Reported procedure: Trisdibenzylideneacetonedipalladium (0.276 g, 0.3 mmol) and tri-tert-butylphosphine (0.121 g, 0.6 mmol) were put into a flask, and then dissolved in 40 mL of toluene. Subsequently, 2-biphenylamine (2.53 g, 15 mmol), bromobenzene (2.36 g, 15 mmol) and tert-butoxy sodium (2.16 g, 22.5 mmol) were added into the flask, and then refluxed at a temperature of 110° C. for 12 hours. After cooling the flask including the reactant mixture to room temperature, the reactant mixture was washed using an ammoni... Starting materials: CCOC(C)=O, COC(=O)COCCOc1ccc([N+](=O)[O-])cc1. Yields the product COC(=O)COCCOc1ccc(N)cc1. As a reaction SMILES: [CH3:19][CH2:20][O:21][C:22](=[O:23])[CH3:24].[CH3:1][O:2][C:3]([CH2:4][O:5][CH2:6][CH2:7][O:8][c:9]1[cH:10][cH:11][c:12]([N+:15]([O-:16])=[O:17])[cH:13][cH:14]1)=[O:18]>>[CH3:1][O:2][C:3]([CH2:4][O:5][CH2:6][CH2:7][O:8][c:9]1[cH:10][cH:11][c:12]([NH2:15])[cH:13][cH:14]1)=[O:18]. Reaction SMILES: [CH3:1][S:2](=[O:3])(=[O:4])[c:5]1[n:6][c:7]([C:21]([F:22])([F:23])[F:24])[cH:8][c:9](-[c:11]2[cH:12][cH:13][c:14]([S:17](=[O:18])(=[O:19])[CH3:20])[cH:15][cH:16]2)[n:10]1.[CH3:26][C:27]#[N:28].[NH3:25]>>[c:5]1([NH2:25])[n:6][c:7]([C:21]([F:22])([F:23])[F:24])[cH:8][c:9](-[c:11]2[cH:12][cH:13][c:14]([S:17](=[O:18])(=[O:19])[CH3:20])[cH:15][cH:16]2)[n:10]1. Reactants: CS(=O)(=O)c1ccc(-c2cc(C(F)(F)F)nc(S(C)(=O)=O)n2)cc1, CC#N, N. Yields the product CS(=O)(=O)c1ccc(-c2cc(C(F)(F)F)nc(N)n2)cc1.